describe an organic reaction: reactants, conditions, products, and yield From a dataset of the Open Reaction Database (ORD), a public repository of structured organic reaction records. Starting materials: Br.ClC1=CC=C(CC2C(N(CC3N2C(C(CN3S(=O)(=O)C3=C(C=C(C=C3)Cl)Cl)N)=O)C(C)C)=O)C=C1 (6-(4-chlorobenzyl)-1-(2,4-dichlorobenzenesulfonyl)-3-amino-8-isopropylhexahydropyrazino[1,2-a]pyrimidine-4,7-dione hydrobromide), ClCCCl (DCE), COC1OC(CC1)OC (2,5-dimethoxytetrahydrofuran). The solvent is O (water). Reaction conditions: temperature 80 celsius, time 1 hour. Product: ClC1=CC=C(CC2C(N(CC3N2C(C(CN3S(=O)(=O)C3=C(C=C(C=C3)Cl)Cl)N3C=CC=C3)=O)C(C)C)=O)C=C1 (6-(4-Chlorobenzyl)-1-(2,4-dichlorobenzenesulfonyl)-8-isopropyl-3-pyrrol-1-ylhexahydropyrazino[1,2-a]pyrimidine-4,7-dione). Reaction SMILES: Br.[Cl:2][C:3]1[CH:36]=[CH:35][C:6]([CH2:7][CH:8]2[N:13]3[C:14](=[O:30])[CH:15]([NH2:29])[CH2:16][N:17]([S:18]([C:21]4[CH:26]=[CH:25][C:24]([Cl:27])=[CH:23][C:22]=4[Cl:28])(=[O:20])=[O:19])[CH:12]3[CH2:11][N:10]([CH:31]([CH3:33])[CH3:32])[C:9]2=[O:34])=[CH:5][CH:4]=1.ClCCCl.CO[CH:43]1[CH2:47][CH2:46][CH:45](OC)O1>O>[Cl:2][C:3]1[CH:36]=[CH:35][C:6]([CH2:7][CH:8]2[N:13]3[C:14](=[O:30])[CH:15]([N:29]4[CH:43]=[CH:47][CH:46]=[CH:45]4)[CH2:16][N:17]([S:18]([C:21]4[CH:26]=[CH:25][C:24]([Cl:27])=[CH:23][C:22]=4[Cl:28])(=[O:20])=[O:19])[CH:12]3[CH2:11][N:10]([CH:31]([CH3:33])[CH3:32])[C:9]2=[O:34])=[CH:5][CH:4]=1 |f:0.1|. Procedure details: 64 mg of 6-(4-chlorobenzyl)-1-(2,4-dichlorobenzenesulfonyl)-3-amino-8-isopropylhexahydropyrazino[1,2-a]pyrimidine-4,7-dione hydrobromide (Example 2) were suspended in 1 ml of water, and 1 ml of DCE was added. This mixture was mixed with 2 equivalents of 2,5-dimethoxytetrahydrofuran and stirred at 80° C. for 1 hour. The DCE phase was removed and the aqueous phase was extracted twice with DCE. The combined extracts were evaporated, and the crude substance was dissolved in a mixture of acetonitrile... Starting materials: [Na] (sodium), C(C)C(C(=O)O)CCCC (2-ethyl hexanoic acid), C(CCC)C1=NC2=C(N1CC1=CC=C(C=C1)C1=C(C=CC=C1)C#N)C(=CC=C2)COC (2-butyl-1-[(2'-cyanobiphenyl-4-yl)methyl]-7-methoxymethylbenzimidazole), C[Sn](C)(C)N=[N+]=[N-] (trimethyltin azide). Solvent: C(C)(=O)OCC (ethyl acetate), CO (methanol), C1(=CC=CC=C1)C (toluene), C1(=CC=CC=C1)C (toluene). Product: [Na].C(CCC)C1=NC2=C(N1CC1=CC=C(C=C1)C1=C(C=CC=C1)C1=NN=NN1)C(=CC=C2)COC (2-Butyl-7-methoxymethyl-1-[[2'-(1H-tetrazol-5-yl)biphenyl-4-yl]methyl]benzimidazole sodium salt). Yield: 31.0%. Reaction SMILES: [CH2:1]([C:5]1[N:9]([CH2:10][C:11]2[CH:16]=[CH:15][C:14]([C:17]3[CH:22]=[CH:21][CH:20]=[CH:19][C:18]=3[C:23]#[N:24])=[CH:13][CH:12]=2)[C:8]2[C:25]([CH2:29][O:30][CH3:31])=[CH:26][CH:27]=[CH:28][C:7]=2[N:6]=1)[CH2:2][CH2:3][CH3:4].C[Sn]([N:36]=[N+:37]=[N-:38])(C)C.[Na:39].C(C(CCCC)C(O)=O)C>C1(C)C=CC=CC=1.C(OCC)(=O)C.CO>[Na:39].[CH2:1]([C:5]1[N:9]([CH2:10][C:11]2[CH:12]=[CH:13][C:14]([C:17]3[CH:22]=[CH:21][CH:20]=[CH:19][C:18]=3[C:23]3[NH:38][N:37]=[N:36][N:24]=3)=[CH:15][CH:16]=2)[C:8]2[C:25]([CH2:29][O:30][CH3:31])=[CH:26][CH:27]=[CH:28][C:7]=2[N:6]=1)[CH2:2][CH2:3][CH3:4] |f:7.8,^1:38,64|. Procedure: A mixture of 2-butyl-1-[(2'-cyanobiphenyl-4-yl)methyl]-7-methoxymethylbenzimidazole (0.6 g) and trimethyltin azide (1.2 g) in toluene (12 ml) was heated for 3 days under reflux in toluene (12 ml). The solvent was distilled off. To the residue was added 1N-HCl (8 ml) and the mixture was stirred for a while, followed by extraction with ethyl acetate. The organic layer was washed with water and dried, then the solvent was distilled off. The residue was purified by column chromatography on silica ge... Reactants: C(C)OC(=O)N1CCN(CC1)C([C@H](CCC(=O)O)NC(=O)C1=NN(C(=C1)OCC(=O)N1[C@@H](CCC1)C(NC1CCC1)=O)C1=CC=CC=C1)=O (4-[(S)-4-Carboxy-2-({5-[2-((S)-2-cyclobutylcarbamoyl-pyrrolidin-1-yl)-2-oxo-ethoxy]-1-phenyl-1H-pyrazole-3-carbonyl}-amino)-butyryl]-piperazine-1-carboxylic acid ethyl ester), C(CCl)Cl (EDC), C(C)O (ethanol). The reagents and catalysts are CN(C)C=1C=CN=CC1 (DMAP). Run in ClCCl (dichloromethane). Product: C(C)OC(=O)N1CCN(CC1)C([C@H](CCC(=O)OCC)NC(=O)C1=NN(C(=C1)OCC(=O)N1[C@@H](CCC1)C(NC1CCC1)=O)C1=CC=CC=C1)=O (4-[(S)-2-({5-[2-((S)-2-Cyclobutylcarbamoyl-pyrrolidin-1-yl)-2-oxo-ethoxy]-1-phenyl-1H-pyrazole-3-carbonyl}-amino)-4-ethoxycarbonyl-butyryl]-piperazine-1-carboxylic acid ethyl ester). Reaction SMILES: [CH2:1]([O:3][C:4]([N:6]1[CH2:11][CH2:10][N:9]([C:12](=[O:49])[C@@H:13]([NH:19][C:20]([C:22]2[CH:26]=[C:25]([O:27][CH2:28][C:29]([N:31]3[CH2:35][CH2:34][CH2:33][C@H:32]3[C:36](=[O:42])[NH:37][CH:38]3[CH2:41][CH2:40][CH2:39]3)=[O:30])[N:24]([C:43]3[CH:48]=[CH:47][CH:46]=[CH:45][CH:44]=3)[N:23]=2)=[O:21])[CH2:14][CH2:15][C:16]([OH:18])=[O:17])[CH2:8][CH2:7]1)=[O:5])[CH3:2].[CH2:50](Cl)[CH2:51]Cl.C(O)C>ClCCl.CN(C1C=CN=CC=1)C>[CH2:1]([O:3][C:4]([N:6]1[CH2:11][CH2:10][N:9]([C:12](=[O:49])[C@@H:13]([NH:19][C:20]([C:22]2[CH:26]=[C:25]([O:27][CH2:28][C:29]([N:31]3[CH2:35][CH2:34][CH2:33][C@H:32]3[C:36](=[O:42])[NH:37][CH:38]3[CH2:39][CH2:40][CH2:41]3)=[O:30])[N:24]([C:43]3[CH:44]=[CH:45][CH:46]=[CH:47][CH:48]=3)[N:23]=2)=[O:21])[CH2:14][CH2:15][C:16]([O:18][CH2:50][CH3:51])=[O:17])[CH2:8][CH2:7]1)=[O:5])[CH3:2]. Procedure: To a solution of 60 mg 4-[(S)-4-Carboxy-2-({5-[2-((S)-2-cyclobutylcarbamoyl-pyrrolidin-1-yl)-2-oxo-ethoxy]-1-phenyl-1H-pyrazole-3-carbonyl}-amino)-butyryl]-piperazine-1-carboxylic acid ethyl ester in 2 ml dichloromethane were added 20 mg EDC, 13 mg DMAP and 26 μl ethanol. After 3 h the reaction mixture was concentrated and the residue purified by preparative HPLC (C18 reverse phase column, elution with a water/MeCN gradient with 0.1% TFA). The fractions containing the product were lyophilized to...